This data is from the Open Reaction Database (ORD), a public repository of structured organic reaction records. The task is: describe an organic reaction: reactants, conditions, products, and yield Reactants: C(CCCCC)(=O)O (hexanoic acid), NC(CO)(C)C (2-amino-2-methylpropanol). Reaction conditions: temperature 185 celsius. Product: CC1(N=C(OC1)CCCCC)C (4,4-dimethyl-2-pentyl-2-oxazoline). The yield is 81.2%. RXN SMILES: [C:1]([OH:8])(=O)[CH2:2][CH2:3][CH2:4][CH2:5][CH3:6].[NH2:9][C:10]([CH3:14])([CH3:13])[CH2:11]O>>[CH3:11][C:10]1([CH3:14])[CH2:13][O:8][C:1]([CH2:2][CH2:3][CH2:4][CH2:5][CH3:6])=[N:9]1. Procedure: Following the procedure under Example 8, 6.085 g (52.4 mmoles) of hexanoic acid and 10 ml (9.34 g, 104.8 mmoles) of 2-amino-2-methylpropanol were heated to 185° C. Work up and fractional distillation gave 7.2 g (81%) of product, b.p. 90°-92° C./25 mm Hg. Reactants: Br, CC(=O)OC=O, CC(=O)OC(C)=O, CC(=O)[O-], O=CO, Nc1csc(Br)n1, [Na+], c1ccncc1. Yields the product O=CNc1csc(Br)n1. Reaction SMILES: [BrH:14].[C:8]([O:9][CH:10]=[O:11])(=[O:12])[CH3:13].[CH3:1][C:2]([O:3][C:5]([CH3:4])=[O:7])=[O:6].[CH3:23][C:24](=[O:25])[O-:26].[CH:33]([OH:34])=[O:35].[NH2:15][c:16]1[n:17][c:18]([Br:21])[s:19][cH:20]1.[Na+:22].[cH:27]1[cH:28][cH:29][n:30][cH:31][cH:32]1>>[CH:5](=[O:7])[NH:15][c:16]1[n:17][c:18]([Br:21])[s:19][cH:20]1.